This data is from the Open Reaction Database (ORD), a public repository of structured organic reaction records. The task is: describe an organic reaction: reactants, conditions, products, and yield The reactants are COC(=O)c1cccc2[nH]c(NCC3CCN(C(=O)OC(C)(C)C)CC3)nc12, CO, Cl, C1COCCO1. Product: COC(=O)c1cccc2[nH]c(NCC3CCNCC3)nc12. RXN SMILES: [CH3:1][O:2][C:3](=[O:4])[c:5]1[cH:6][cH:7][cH:8][c:9]2[nH:10][c:11]([NH:14][CH2:15][CH:16]3[CH2:17][CH2:18][N:19]([C:22]([O:23][C:24]([CH3:25])([CH3:26])[CH3:27])=[O:28])[CH2:20][CH2:21]3)[n:12][c:13]12.[CH3:36][OH:37].[ClH:35].[O:29]1[CH2:30][CH2:31][O:32][CH2:33][CH2:34]1>>[CH3:1][O:2][C:3](=[O:4])[c:5]1[cH:6][cH:7][cH:8][c:9]2[nH:10][c:11]([NH:14][CH2:15][CH:16]3[CH2:17][CH2:18][NH:19][CH2:20][CH2:21]3)[n:12][c:13]12. Yields the product BrC1=C(C=C(C(=O)O)C=C1)OCCC=1C=C(C=CC1)C (4-Bromo-3-(2-m-tolyl-ethoxy)-benzoic acid). Reactants: COC(C1=CC(=C(C=C1)Br)OCCC=1C=C(C=CC1)C)=O (4-Bromo-3-(2-m-tolyl-ethoxy)-benzoic acid methyl ester), [OH-].[Li+] (lithium hydroxide). The yield is 86.4%. Procedure: The compound of step 1 (0.50 g, 1.43 mmol) was dissolved in dioxane (5 ml), lithium hydroxide (7.1 ml of an aqueous 1 M (i.e. 1 mol per liter) solution) was added, and the mixture was reacted overnight. The mixture was partitioned between 2 N hydrochloric acid and EA, the aqueous phase extracted with EA, and the organic extracts were dried over sodium sulfate, filtered and evaporated to dryness in vacuo to give 0.414 g of the title compound. Reaction SMILES: C[O:2][C:3](=[O:21])[C:4]1[CH:9]=[CH:8][C:7]([Br:10])=[C:6]([O:11][CH2:12][CH2:13][C:14]2[CH:15]=[C:16]([CH3:20])[CH:17]=[CH:18][CH:19]=2)[CH:5]=1.[OH-].[Li+]>O1CCOCC1>[Br:10][C:7]1[CH:8]=[CH:9][C:4]([C:3]([OH:21])=[O:2])=[CH:5][C:6]=1[O:11][CH2:12][CH2:13][C:14]1[CH:15]=[C:16]([CH3:20])[CH:17]=[CH:18][CH:19]=1 |f:1.2|. Run in O1CCOCC1 (dioxane). Product: CC(C)(C)OC(=O)COc1c(F)c(Cl)cc2c1CCCC2NS(=O)(=O)c1cc(C(F)(F)F)cc(C(F)(F)F)c1. Reactants: CC(C)(C)OC(=O)COc1c(F)c(Cl)cc2c1CCCC2N, CCN(C(C)C)C(C)C, O=S(=O)(Cl)c1cc(C(F)(F)F)cc(C(F)(F)F)c1, C1CCOC1. RXN SMILES: [C:1]([CH3:2])([CH3:3])([CH3:4])[O:5][C:6]([CH2:7][O:8][c:9]1[c:10]([F:21])[c:11]([Cl:20])[cH:12][c:13]2[c:18]1[CH2:17][CH2:16][CH2:15][CH:14]2[NH2:19])=[O:22].[CH:41]([N:42]([CH:43]([CH3:44])[CH3:45])[CH2:46][CH3:47])([CH3:48])[CH3:49].[F:23][C:24]([c:25]1[cH:26][c:27]([S:35](=[O:36])(=[O:37])[Cl:38])[cH:28][c:29]([C:31]([F:32])([F:33])[F:34])[cH:30]1)([F:39])[F:40].[O:50]1[CH2:51][CH2:52][CH2:53][CH2:54]1>>[C:1]([CH3:2])([CH3:3])([CH3:4])[O:5][C:6]([CH2:7][O:8][c:9]1[c:10]([F:21])[c:11]([Cl:20])[cH:12][c:13]2[c:18]1[CH2:17][CH2:16][CH2:15][CH:14]2[NH:19][S:35]([c:27]1[cH:26][c:25]([C:24]([F:23])([F:39])[F:40])[cH:30][c:29]([C:31]([F:32])([F:33])[F:34])[cH:28]1)(=[O:36])=[O:37])=[O:22]. The reactants are COc1ccc(-c2c(-c3ccccc3F)oc3nc[nH]c(=O)c23)cc1, N, O, O=P(Cl)(Cl)Cl, O=S1(=O)CCCC1. The product is COc1ccc(-c2c(-c3ccccc3F)oc3ncnc(Cl)c23)cc1. As a reaction SMILES: [F:1][c:2]1[c:3](-[c:8]2[c:9](-[c:18]3[cH:19][cH:20][c:21]([O:24][CH3:25])[cH:22][cH:23]3)[c:10]3[c:11]([n:12][cH:13][nH:14][c:15]3=[O:16])[o:17]2)[cH:4][cH:5][cH:6][cH:7]1.[NH3:32].[OH2:31].[P:26]([Cl:27])([Cl:28])([Cl:29])=[O:30].[S:33]1(=[O:38])(=[O:39])[CH2:34][CH2:35][CH2:36][CH2:37]1>>[F:1][c:2]1[c:3](-[c:8]2[c:9](-[c:18]3[cH:19][cH:20][c:21]([O:24][CH3:25])[cH:22][cH:23]3)[c:10]3[c:11]([n:12][cH:13][n:14][c:15]3[Cl:28])[o:17]2)[cH:4][cH:5][cH:6][cH:7]1.